This data is from the Open Reaction Database (ORD), a public repository of structured organic reaction records. The task is: describe an organic reaction: reactants, conditions, products, and yield The reactants are [H][H] (hydrogen), C[Si](C(C)CC1=C(C=CC=C1)[N+](=O)[O-])(C)C (2-trimethylsilyl-3-(2′-nitrophenyl)-propane), C[Si](C(C)CC1=CC=C(C=C1)[N+](=O)[O-])(C)C (2-trimethylsilyl-3-(4′-nitrophenyl)-propane). Reagents/catalysts: [Pd] (Pd on charcoal). Product: C[Si](C(C)CC1=C(C=CC=C1)N)(C)C (2-trimethylsilyl-3-(2′-aminophenyl)-propane). Reaction SMILES: [CH3:1][Si:2]([CH3:16])([CH3:15])[CH:3]([CH2:5][C:6]1[CH:11]=[CH:10][CH:9]=[CH:8][C:7]=1[N+:12]([O-])=O)[CH3:4].C[Si](C)(C)C(CC1C=CC([N+]([O-])=O)=CC=1)C.[H][H]>[Pd]>[CH3:16][Si:2]([CH3:1])([CH3:15])[CH:3]([CH2:5][C:6]1[CH:11]=[CH:10][CH:9]=[CH:8][C:7]=1[NH2:12])[CH3:4]. Reported procedure: 2-Trimethylsilyl-3-phenylpropene (2.5 g), prepared according to J. Org. Chem. 43, 147 (1978), was dissolved in THF and was then hydrogenated over Pd on charcoal under atmospheric pressure and at room temperature until the uptake of hydrogen ceased. Removal of the catalyst and the solvent yielded an oil (2.36 g) which was chromatographed on silica gel (eluent: hexane:ethylacetate 39:1) to give 2-trimethylsilyl-3-phenylpropane (2.3 g; 92.5% pure by NMR). This compound was dissolved in acetanhydrid... Starting materials: NC=1OC[C@]2(C3=CC(=CC=C3OC=3C=CC(=CC23)Br)O)N1 ((R)-2-amino-2′-bromo-5H-spiro[oxazole-4,9′-xanthen]-7′-ol), N1=CC(=CC=C1)B(O)O (3-pyridylboronic acid), C1CCOC1 (THF), C([O-])([O-])=O.[K+].[K+] (potassium carbonate). Reagents/catalysts: C=1C=CC(=CC1)[P](C=2C=CC=CC2)(C=3C=CC=CC3)[Pd]([P](C=4C=CC=CC4)(C=5C=CC=CC5)C=6C=CC=CC6)([P](C=7C=CC=CC7)(C=8C=CC=CC8)C=9C=CC=CC9)[P](C=1C=CC=CC1)(C=1C=CC=CC1)C=1C=CC=CC1 (tetrakis(triphenylphosphine)palladium(0)). Solvent: C(Cl)Cl (DCM). Conditions: temperature 100 celsius, time 2 hour. The product is NC=1OC[C@@]2(C3=CC(=CC=C3OC=3C=CC(=CC23)O)C=2C=NC=CC2)N1 ((S)-2-amino-7′-(pyridin-3-yl)-5H-spiro[oxazole-4,9′-xanthen]-2′-ol). Reaction SMILES: [NH2:1][C:2]1[O:3][CH2:4][C@:5]2([N:21]=1)[C:18]1[CH:17]=[C:16](Br)[CH:15]=[CH:14][C:13]=1[O:12][C:11]1[C:6]2=[CH:7][C:8]([OH:20])=[CH:9][CH:10]=1.[N:22]1[CH:27]=[CH:26][CH:25]=[C:24](B(O)O)[CH:23]=1.C1COCC1.C(=O)([O-])[O-].[K+].[K+]>C(Cl)Cl.C1C=CC([P]([Pd]([P](C2C=CC=CC=2)(C2C=CC=CC=2)C2C=CC=CC=2)([P](C2C=CC=CC=2)(C2C=CC=CC=2)C2C=CC=CC=2)[P](C2C=CC=CC=2)(C2C=CC=CC=2)C2C=CC=CC=2)(C2C=CC=CC=2)C2C=CC=CC=2)=CC=1>[NH2:1][C:2]1[O:3][CH2:4][C@@:5]2([N:21]=1)[C:6]1[CH:7]=[C:8]([OH:20])[CH:9]=[CH:10][C:11]=1[O:12][C:13]1[C:18]2=[CH:17][C:16]([C:24]2[CH:23]=[N:22][CH:27]=[CH:26][CH:25]=2)=[CH:15][CH:14]=1 |f:3.4.5,^1:48,50,69,88|. Procedure: A 350-mL pressure vessel was charged with (R)-2-amino-2′-bromo-5H-spiro[oxazole-4,9′-xanthen]-7′-ol (4.00 g, 11.52 mmol), 3-pyridylboronic acid (3.54 g, 28.8 mmol), tetrakis(triphenylphosphine)palladium(0) (1.331 g, 1.152 mmol), THF (57.6 mL), and potassium carbonate (2.0M aq. solution) (28.8 mL, 57.6 mmol). The vessel was sealed and heated to 100° C. and stirred for 2 hours. The layers were partitioned between EtOAc (20 mL) and water (20 mL). The layers were separated, and the aqueous layer was... The reactants are C([O-])([O-])=O.[Cs+].[Cs+] (cesium carbonate), compound, C(C1=CC=CC=C1)OCN1C(NC(C1=O)C)=O (3-benzyloxymethyl-5-methylimidazolidine-2,4-dione), CNCCNC (N,N′-dimethylethylenediamine), BrC1=CC(=C(C=C1)C(=O)N1CCN(CC1)C1=NC=C(C=C1C)C1CC1)F ((4-bromo-2-fluorophenyl)[4-(5-cyclopropyl-3-methylpyridin-2-yl)piperazin-1-yl]methanone). Reagents/catalysts: [Cu]I (copper(I) iodide). The solvent is O (water), O1CCOCC1 (1,4-Dioxane). The product is C(C1=CC=CC=C1)OCN1C(N(C(C1=O)C)C1=CC(=C(C=C1)C(=O)N1CCN(CC1)C1=NC=C(C=C1C)C1CC1)F)=O (3-benzyloxymethyl-1-{4-[4-(5-cyclopropyl-3-methylpyridin-2-yl)piperazine-1-carbonyl]-3-fluorophenyl}-5-methylimidazolidine-2,4-dione). RXN SMILES: CNCCNC.Br[C:8]1[CH:13]=[CH:12][C:11]([C:14]([N:16]2[CH2:21][CH2:20][N:19]([C:22]3[C:27]([CH3:28])=[CH:26][C:25]([CH:29]4[CH2:31][CH2:30]4)=[CH:24][N:23]=3)[CH2:18][CH2:17]2)=[O:15])=[C:10]([F:32])[CH:9]=1.[CH2:33]([O:40][CH2:41][N:42]1[C:46](=[O:47])[CH:45]([CH3:48])[NH:44][C:43]1=[O:49])[C:34]1[CH:39]=[CH:38][CH:37]=[CH:36][CH:35]=1.C(=O)([O-])[O-].[Cs+].[Cs+]>[Cu]I.O.O1CCOCC1>[CH2:33]([O:40][CH2:41][N:42]1[C:46](=[O:47])[CH:45]([CH3:48])[N:44]([C:8]2[CH:13]=[CH:12][C:11]([C:14]([N:16]3[CH2:21][CH2:20][N:19]([C:22]4[C:27]([CH3:28])=[CH:26][C:25]([CH:29]5[CH2:31][CH2:30]5)=[CH:24][N:23]=4)[CH2:18][CH2:17]3)=[O:15])=[C:10]([F:32])[CH:9]=2)[C:43]1=[O:49])[C:34]1[CH:39]=[CH:38][CH:37]=[CH:36][CH:35]=1 |f:3.4.5|. Reported procedure: 1,4-Dioxane (12 mL) and N,N′-dimethylethylenediamine (86 μL) were added to a mixture of (4-bromo-2-fluorophenyl)[4-(5-cyclopropyl-3-methylpyridin-2-yl)piperazin-1-yl]methanone (325 mg) described in Preparation Example 121, 3-benzyloxymethyl-5-methylimidazolidine-2,4-dione (225 mg) described in Preparation Example 206, cesium carbonate (521 mg) and copper(I) iodide (76 mg), and the mixture was stirred with heating under reflux for 10 hr. The reaction mixture was cooled, water was added, and the m... The reactants are ClC=1C=C(C=C(C1)Cl)C1=NN(C(=C1)C1CCN(CC1)C(C(C)(C)C)=O)CC1=CC=C(C(=O)NC2=NN=NN2)C=C1 (4-({3-(3,5-dichlorophenyl)-5-[1-(2,2-dimethylpropanoyl)piperidin-4-yl]-1H-pyrazol-1-yl}methyl)-N-(1H-tetraazol-5-yl)benzamide), CC(C=O)(C)C (trimethyl acetaldehyde), C(C)(=O)O[BH-](OC(C)=O)OC(C)=O.[Na+] (sodium triacetoxy borohydride). Solvent: ClCCCl (1,2-dichloroethane), C(Cl)Cl (DCM). Product: ClC=1C=C(C=C(C1)Cl)C1=NN(C(=C1)C1CCN(CC1)CC(C)(C)C)CC1=CC=C(C(=O)OC)C=C1 (Methyl 4-{[3-(3,5-dichlorophenyl)-5-(1-neopentylpiperidin-4-yl)-1H-pyrazol-1-yl]methyl}benzoate). Reaction SMILES: [Cl:1][C:2]1[CH:3]=[C:4]([C:9]2[CH:13]=[C:12]([CH:14]3[CH2:19][CH2:18][N:17]([C:20](=O)[C:21]([CH3:24])([CH3:23])[CH3:22])[CH2:16][CH2:15]3)[N:11]([CH2:26][C:27]3[CH:40]=[CH:39][C:30]([C:31](NC4NN=NN=4)=[O:32])=[CH:29][CH:28]=3)[N:10]=2)[CH:5]=[C:6]([Cl:8])[CH:7]=1.CC(C)(C)[CH:43]=[O:44].C(O[BH-](OC(=O)C)OC(=O)C)(=O)C.[Na+]>ClCCCl.C(Cl)Cl>[Cl:1][C:2]1[CH:3]=[C:4]([C:9]2[CH:13]=[C:12]([CH:14]3[CH2:15][CH2:16][N:17]([CH2:20][C:21]([CH3:24])([CH3:22])[CH3:23])[CH2:18][CH2:19]3)[N:11]([CH2:26][C:27]3[CH:28]=[CH:29][C:30]([C:31]([O:44][CH3:43])=[O:32])=[CH:39][CH:40]=3)[N:10]=2)[CH:5]=[C:6]([Cl:8])[CH:7]=1 |f:2.3|. Procedure details: To a solution of the intermediate from Example 142 step F (100 mg, 0.225 mmol) in 1,2-dichloroethane (3 mL) was added trimethyl acetaldehyde (29 mg, 0.337 mmol) and sodium triacetoxy borohydride (71 mg, 0.337 mmol). After 16 hours the reaction was diluted with DCM (10 mL) and washed with saturated NaHCO3 solution, dried over anhydrous Na2SO4, filtered and concentrated in vacuo. This material was used in the next step without any further purification. LC-MS: 3.44 min; (M+H)=514.2. Starting materials: C1COCCO1, CN1CCN(C2CCC(n3cc(I)c4c(Cl)ncnc43)CC2)CC1, [NH4+], [OH-]. Product: Cl, CN1CCN(C2CCC(n3cc(I)c4c(N)ncnc43)CC2)CC1. RXN SMILES: [CH2:27]1[O:28][CH2:29][CH2:30][O:31][CH2:32]1.[Cl:1][c:2]1[c:3]2[c:4]([n:5][cH:6][n:7]1)[n:8]([CH:12]1[CH2:13][CH2:14][CH:15]([N:18]3[CH2:19][CH2:20][N:21]([CH3:24])[CH2:22][CH2:23]3)[CH2:16][CH2:17]1)[cH:9][c:10]2[I:11].[NH4+:25].[OH-:26]>>[ClH:1].[c:2]1([NH2:25])[c:3]2[c:4]([n:5][cH:6][n:7]1)[n:8]([CH:12]1[CH2:13][CH2:14][CH:15]([N:18]3[CH2:19][CH2:20][N:21]([CH3:24])[CH2:22][CH2:23]3)[CH2:16][CH2:17]1)[cH:9][c:10]2[I:11]. Starting materials: FC1=C(C(=CC=C1)F)NC1=NC=C(C=C1)I ((2,6-Difluoro-phenyl)-(5-iodo-pyridin-2-yl)-amine), C(CCC)C(=C(CCCC)CCCC)[Sn] (tributylvinyltin). Reagents/catalysts: C=1C=CC(=CC1)[P](C=2C=CC=CC2)(C=3C=CC=CC3)[Pd]([P](C=4C=CC=CC4)(C=5C=CC=CC5)C=6C=CC=CC6)([P](C=7C=CC=CC7)(C=8C=CC=CC8)C=9C=CC=CC9)[P](C=1C=CC=CC1)(C=1C=CC=CC1)C=1C=CC=CC1 (Pd(PPh3)4). Solvent: C1(=CC=CC=C1)C (toluene), C(C)(=O)OCC (ethyl acetate). Run at temperature 80 celsius. Yields the product FC1=C(C(=CC=C1)F)NC1=NC=C(C=C1)C=C ((2,6-Difluoro-phenyl)-(5-vinyl-pyridin-2-yl)-amine). Yield: 66.0%. RXN SMILES: [F:1][C:2]1[CH:7]=[CH:6][CH:5]=[C:4]([F:8])[C:3]=1[NH:9][C:10]1[CH:15]=[CH:14][C:13](I)=[CH:12][N:11]=1.[CH2:17](C([Sn])=C(CCCC)CCCC)[CH2:18]CC>C1(C)C=CC=CC=1.C(OCC)(=O)C.C1C=CC([P]([Pd]([P](C2C=CC=CC=2)(C2C=CC=CC=2)C2C=CC=CC=2)([P](C2C=CC=CC=2)(C2C=CC=CC=2)C2C=CC=CC=2)[P](C2C=CC=CC=2)(C2C=CC=CC=2)C2C=CC=CC=2)(C2C=CC=CC=2)C2C=CC=CC=2)=CC=1>[F:1][C:2]1[CH:7]=[CH:6][CH:5]=[C:4]([F:8])[C:3]=1[NH:9][C:10]1[CH:15]=[CH:14][C:13]([CH:17]=[CH2:18])=[CH:12][N:11]=1 |^1:18,48,50,69,88|. Procedure: To a mixture of (2,6-Difluoro-phenyl)-(5-iodo-pyridin-2-yl)-amine and Pd(PPh3)4 (approximately 10 mol %) in toluene (approximately. 80 mL/g) at room temperature was added tributylvinyltin (1.1 eq.). The reaction was placed under a N2 atmosphere and heated to 80° C. overnight. The solution was cooled, diluted with ethyl acetate (approximately 80 mL/g) and filtered through a pad of celite. The celite was washed with a further portion of ethyl acetate. The organic layer was dried over MgSO4 and con... Starting materials: solution, C(CCC)[Li] (n-butyllithium), hexanes, CC1(NC(CCC1)(C)C)C (2,2,6,6-tetramethylpiperidine), Cl (hydrochloric acid), IC1=CC=C(C=C1)F (1-iodo-4-fluorobenzene), C(C)(C)OB(OC(C)C)OC(C)C (triisopropylborate). The solvent is O1CCCC1 (tetrahydrofuran). Run at temperature -78 celsius, time 3 hour. The product is FC1=C(C=C(C=C1)I)B(O)O (2-fluoro-5-iodophenylboronic acid). Reaction SMILES: C([Li])CCC.CC1(C)CCCC(C)(C)N1.[I:16][C:17]1[CH:22]=[CH:21][C:20]([F:23])=[CH:19][CH:18]=1.C([O:27][B:28](OC(C)C)[O:29]C(C)C)(C)C.Cl>O1CCCC1>[F:23][C:20]1[CH:21]=[CH:22][C:17]([I:16])=[CH:18][C:19]=1[B:28]([OH:29])[OH:27]. Reported procedure: Add a 2 M solution of n-butyllithium in hexanes (63 mL, 157.5 mmol) to a −20° C. solution of 2,2,6,6-tetramethylpiperidine (28 mL, 165 mmol) in tetrahydrofuran (400 μL). Cool to −78° C. and add 1-iodo-4-fluorobenzene (17.3 mL, 150 mmol) dropwise over 10 min. Stir the reaction mixture at −78° C. for 3 h and add triisopropylborate (40 mL, 172.5 mmol) dropwise over 20 min. Stir for another 30 min and warm the reaction to 40° C. and add of 5 N hydrochloric acid (75 mL). Partition the reaction mixtur... The reactants are CCCCCCCCCCCC#CCO, CCCCCCCC=CCO, c1ccc2ncccc2c1. Yields the product CCCCCCCCCCCC=CCO. As a reaction SMILES: [CH2:12]([C:13]#[C:14][CH2:15][CH2:16][CH2:17][CH2:18][CH2:19][CH2:20][CH2:21][CH2:22][CH2:23][CH2:24][CH3:25])[OH:26].[CH2:1]([OH:2])[CH:3]=[CH:4][CH2:5][CH2:6][CH2:7][CH2:8][CH2:9][CH2:10][CH3:11].[cH:27]1[cH:28][c:29]2[c:30]([n:31][cH:32][cH:33][cH:34]2)[cH:35][cH:36]1>>[CH2:12]([CH:13]=[CH:14][CH2:15][CH2:16][CH2:17][CH2:18][CH2:19][CH2:20][CH2:21][CH2:22][CH2:23][CH2:24][CH3:25])[OH:26]. Reactants: CC(C)(C)OC(=O)N(Cc1ccc(F)cc1Cl)c1nc(Cl)nc2c1CN(C(=O)C1CC1)CC2, CC(C)(C)OC(=O)N1CCC(C(=O)CN2CCCC2)CC1. The product is CC(C)(C)OC(=O)N(Cc1ccc(F)cc1Cl)c1nc(N2CCC(C(=O)CN3CCCC3)CC2)nc2c1CN(C(=O)C1CC1)CC2. RXN SMILES: [C:1]([CH3:2])([CH3:3])([CH3:4])[O:5][C:6](=[O:7])[N:8]([c:9]1[c:10]2[c:11]([n:12][c:13]([Cl:15])[n:14]1)[CH2:16][CH2:17][N:18]([C:20](=[O:21])[CH:22]1[CH2:23][CH2:24]1)[CH2:19]2)[CH2:25][c:26]1[c:27]([Cl:33])[cH:28][c:29]([F:32])[cH:30][cH:31]1.[N:34]1([CH2:39][C:40](=[O:41])[CH:42]2[CH2:43][CH2:44][N:45]([C:48]([O:49][C:50]([CH3:51])([CH3:52])[CH3:53])=[O:54])[CH2:46][CH2:47]2)[CH2:35][CH2:36][CH2:37][CH2:38]1>>[C:1]([CH3:2])([CH3:3])([CH3:4])[O:5][C:6](=[O:7])[N:8]([c:9]1[c:10]2[c:11]([n:12][c:13]([N:45]3[CH2:44][CH2:43][CH:42]([C:40]([CH2:39][N:34]4[CH2:35][CH2:36][CH2:37][CH2:38]4)=[O:41])[CH2:47][CH2:46]3)[n:14]1)[CH2:16][CH2:17][N:18]([C:20](=[O:21])[CH:22]1[CH2:23][CH2:24]1)[CH2:19]2)[CH2:25][c:26]1[c:27]([Cl:33])[cH:28][c:29]([F:32])[cH:30][cH:31]1.